This data is from the Open Reaction Database (ORD), a public repository of structured organic reaction records. The task is: describe an organic reaction: reactants, conditions, products, and yield The reactants are Cc1ccccc1, CCCC[N+](CCCC)(CCCC)CCCC, [Cl-], ClP(c1ccccc1)c1ccccc1, CC(C)c1nc(N(C)S(C)(=O)=O)nc(-c2ccc(F)cc2)c1CO, [Na+], [OH-], O. The product is CC(C)c1nc(N(C)S(C)(=O)=O)nc(-c2ccc(F)cc2)c1CP(=O)(c1ccccc1)c1ccccc1. As a reaction SMILES: [CH3:42][c:43]1[cH:44][cH:45][cH:46][cH:47][cH:48]1.[CH3:50][CH2:51][CH2:52][CH2:53][N+:54]([CH2:55][CH2:56][CH2:57][CH3:58])([CH2:59][CH2:60][CH2:61][CH3:62])[CH2:63][CH2:64][CH2:65][CH3:66].[Cl-:49].[Cl:25][P:26]([c:27]1[cH:28][cH:29][cH:30][cH:31][cH:32]1)[c:33]1[cH:34][cH:35][cH:36][cH:37][cH:38]1.[F:1][c:2]1[cH:3][cH:4][c:5](-[c:8]2[n:9][c:10]([N:19]([S:20](=[O:21])(=[O:22])[CH3:23])[CH3:24])[n:11][c:12]([CH:16]([CH3:17])[CH3:18])[c:13]2[CH2:14][OH:15])[cH:6][cH:7]1.[Na+:40].[OH-:39].[OH2:41]>>[F:1][c:2]1[cH:3][cH:4][c:5](-[c:8]2[n:9][c:10]([N:19]([S:20](=[O:21])(=[O:22])[CH3:23])[CH3:24])[n:11][c:12]([CH:16]([CH3:17])[CH3:18])[c:13]2[CH2:14][P:26]([c:27]2[cH:28][cH:29][cH:30][cH:31][cH:32]2)([c:33]2[cH:34][cH:35][cH:36][cH:37][cH:38]2)=[O:39])[cH:6][cH:7]1. Starting materials: FC(COC1=C(OCC(=O)OCC)C=CC=C1)(F)F (ethyl 2-(2,2,2-trifluoroethoxy)phenoxyacetate), [H-].[Al+3].[Li+].[H-].[H-].[H-] (lithium aluminum hydride), S(=O)(=O)([O-])[O-].[Na+].[Na+] (sodium sulfate), O (water). Run in O1CCCC1 (tetrahydrofuran), O1CCCC1 (tetrahydrofuran). Yields the product FC(COC1=C(OCCO)C=CC=C1)(F)F (2-[2-(2,2,2-trifluoroethoxy)phenoxy]ethanol). Isolated yield 92.9%. Reaction SMILES: [H-].[Al+3].[Li+].[H-].[H-].[H-].[F:7][C:8]([F:25])([F:24])[CH2:9][O:10][C:11]1[CH:23]=[CH:22][CH:21]=[CH:20][C:12]=1[O:13][CH2:14][C:15](OCC)=[O:16].S([O-])([O-])(=O)=O.[Na+].[Na+].O>O1CCCC1>[F:7][C:8]([F:24])([F:25])[CH2:9][O:10][C:11]1[CH:23]=[CH:22][CH:21]=[CH:20][C:12]=1[O:13][CH2:14][CH2:15][OH:16] |f:0.1.2.3.4.5,7.8.9|. Procedure: To a suspension of lithium aluminum hydride (79 mg) in dry tetrahydrofuran (1 ml) was added dropwise a solution of ethyl 2-(2,2,2-trifluoroethoxy)phenoxyacetate (270 mg) in dry tetrahydrofuran (3 ml) with stirring under ice cooling, and the mixture was reacted at room temperature for 40 minutes. To the reaction mixture were added anhydrous sodium sulfate and water with stirring. The insoluble materials were filtered off, and the filtrate was concentrated under reduced pressure. The residue was p... Starting materials: COC1(C#CCOC2CCCCO2)CCOCC1, CO, Cc1ccc(S(=O)(=O)[O-])cc1, c1cc[nH+]cc1. The product is COC1(C#CCO)CCOCC1. As a reaction SMILES: [CH3:1][O:2][C:3]1([C:9]#[C:10][CH2:11][O:12][CH:13]2[CH2:14][CH2:15][CH2:16][CH2:17][O:18]2)[CH2:4][CH2:5][O:6][CH2:7][CH2:8]1.[CH3:36][OH:37].[c:19]1([CH3:20])[cH:21][cH:22][c:23]([S:24]([O-:25])(=[O:26])=[O:27])[cH:28][cH:29]1.[nH+:30]1[cH:31][cH:32][cH:33][cH:34][cH:35]1>>[CH3:1][O:2][C:3]1([C:9]#[C:10][CH2:11][OH:12])[CH2:4][CH2:5][O:6][CH2:7][CH2:8]1. The reactants are [BH4-].[Na+] (NaBH4), CN(C)C(=[N+](C)C)ON1C2=C(C=CC=C2)N=N1.[B-](F)(F)(F)F (TBTU), FC1=CC=C(C=C1)N1[C@@H]([C@H](C1=O)SCC(=O)C1=CC=C(C=C1)F)C1=CC=C(OCC(=O)NCC(=O)O)C=C1 (N-{[4-((2R,3R)-1-(4-fluorophenyl)-3-{[2-(4-fluorophenyl)-2-oxoethyl]thio}-4-oxoazetidin-2-yl)phenoxy]acetyl}glycine), CN1CCOCC1 (NMM), C(C)(=O)[O-].[NH4+] (Ammonium acetate). Run in CN(C)C=O (DMF), CO (methanol). Run at temperature 30 celsius, time 30 minute. Yields the product FC1=CC=C(C=C1)N1[C@@H]([C@H](C1=O)SCC(O)C1=CC=C(C=C1)F)C1=CC=C(OCC(=O)NCC(=O)N(CC(=O)O)CC2=CC=CC=C2)C=C1 (N-{[4-((2R,3R)-1-(4-Fluorophenyl)-3-{[2-(4-fluorophenyl)-2-hydroxyethyl]thio}-4-oxoazetidin-2-yl)phenoxy]acetyl}glycyl-N-benzylglycine). Yield: 53.0%. RXN SMILES: CN(C(ON1N=N[C:11]2[CH:12]=[CH:13][CH:14]=[CH:15][C:10]1=2)=[N+](C)C)C.[B-](F)(F)(F)F.[F:23][C:24]1[CH:29]=[CH:28][C:27]([N:30]2[C:33](=[O:34])[C@H:32]([S:35][CH2:36][C:37]([C:39]3[CH:44]=[CH:43][C:42]([F:45])=[CH:41][CH:40]=3)=[O:38])[C@H:31]2[C:46]2[CH:60]=[CH:59][C:49]([O:50][CH2:51][C:52]([NH:54][CH2:55][C:56]([OH:58])=O)=[O:53])=[CH:48][CH:47]=2)=[CH:26][CH:25]=1.[CH3:61][N:62]1CCOCC1.[BH4-].[Na+].[C:70]([O-:73])(=[O:72])[CH3:71].[NH4+]>CN(C=O)C.CO>[F:23][C:24]1[CH:25]=[CH:26][C:27]([N:30]2[C:33](=[O:34])[C@H:32]([S:35][CH2:36][CH:37]([C:39]3[CH:40]=[CH:41][C:42]([F:45])=[CH:43][CH:44]=3)[OH:38])[C@H:31]2[C:46]2[CH:47]=[CH:48][C:49]([O:50][CH2:51][C:52]([NH:54][CH2:55][C:56]([N:62]([CH2:61][C:10]3[CH:11]=[CH:12][CH:13]=[CH:14][CH:15]=3)[CH2:71][C:70]([OH:73])=[O:72])=[O:58])=[O:53])=[CH:59][CH:60]=2)=[CH:28][CH:29]=1 |f:0.1,4.5,6.7|. Reported procedure: TBTU (0.011 g, 0.034 mmol) was added to a solution of N-{[4-((2R,3R)-1-(4-fluorophenyl)-3-{[2-(4-fluorophenyl)-2-oxoethyl]thio}-4-oxoazetidin-2-yl)phenoxy]acetyl}glycine (0.015 g, 0.028 mmol) and NMM (0.020 ml, 0.182 mmol) in DMF (2 ml) at 30° C. After 30 min, N-enzylglycine (0.005 g, 0.030 mmol, 98%) was added and the mixture was stirred at 30° C. for 1 h. The reaction was quenched with water (0.2 ml) and the mixture was diluted with MeOH (2 ml). NaBH4 (0.015 g, 0.397 mmol) was added and the mi... Reactants: CN (methylamine), BrC1=COC2=C(C1=O)C=C(C(=C2)NS(=O)(=O)C)OC2=CC=CC=C2 (3-bromo-7-methylsulfonylamino-6-phenoxy-4H-1-benzopyran-4-one), Cl (hydrochloric acid). The solvent is O (water). Reaction conditions: time 2 hour. Yields the product CNC1=COC2=C(C1=O)C=C(C(=C2)NS(=O)(=O)C)OC2=CC=CC=C2 (3-methylamino-7-methylsulfonylamino-6-phenoxy-4H-1-benzopyran-4-one). The yield is 11.1%. Reaction SMILES: [CH3:1][NH2:2].Br[C:4]1[C:9](=[O:10])[C:8]2[CH:11]=[C:12]([O:20][C:21]3[CH:26]=[CH:25][CH:24]=[CH:23][CH:22]=3)[C:13]([NH:15][S:16]([CH3:19])(=[O:18])=[O:17])=[CH:14][C:7]=2[O:6][CH:5]=1.Cl>O>[CH3:1][NH:2][C:4]1[C:9](=[O:10])[C:8]2[CH:11]=[C:12]([O:20][C:21]3[CH:26]=[CH:25][CH:24]=[CH:23][CH:22]=3)[C:13]([NH:15][S:16]([CH3:19])(=[O:18])=[O:17])=[CH:14][C:7]=2[O:6][CH:5]=1. Reported procedure: 50 ml of a 25% aqueous methylamine solution was ice-cooled. Thereto was added 4.1 g of 3-bromo-7-methylsulfonylamino-6-phenoxy-4H-1-benzopyran-4-one. The mixture was stirred for 2 hours at 0°-5° C. 100 ml of water was added thereto. The mixture was adjusted to pH 4 with 4N hydrochloric acid and then extracted with 100 ml of ethyl acetate. The extract was washed with a saturated aqueous sodium chloride solution and dried with anhydrous magnesium sulfate. The solvent was removed by distillation un...